This data is from the Open Reaction Database (ORD), a public repository of structured organic reaction records. The task is: describe an organic reaction: reactants, conditions, products, and yield The reactants are NC1CCN(CC1)CC(O)C1COC2=C(O1)C=CC(=C2)OC (4-amino-1-[2-(6-methoxy-1,4-benzodioxan-2-yl)-2-hydroxyethyl]piperidine), C(C1=CC=CC=C1)(=O)N=C=O (benzoyl isocyanate). Product: C(C1=CC=CC=C1)(=O)NC(=O)NC1CCN(CC1)CC(O)C1COC2=C(O1)C=CC(=C2)OC (1-benzoyl-3-[1-(2-[6-methoxy-1,4-benzodioxan-2-yl]-2-hydroxyethyl)piperid-4-yl]urea). Reaction SMILES: [NH2:1][CH:2]1[CH2:7][CH2:6][N:5]([CH2:8][CH:9]([CH:11]2[O:16][C:15]3[CH:17]=[CH:18][C:19]([O:21][CH3:22])=[CH:20][C:14]=3[O:13][CH2:12]2)[OH:10])[CH2:4][CH2:3]1.[C:23]([N:31]=[C:32]=[O:33])(=[O:30])[C:24]1[CH:29]=[CH:28][CH:27]=[CH:26][CH:25]=1>>[C:23]([NH:31][C:32]([NH:1][CH:2]1[CH2:7][CH2:6][N:5]([CH2:8][CH:9]([CH:11]2[O:16][C:15]3[CH:17]=[CH:18][C:19]([O:21][CH3:22])=[CH:20][C:14]=3[O:13][CH2:12]2)[OH:10])[CH2:4][CH2:3]1)=[O:33])(=[O:30])[C:24]1[CH:29]=[CH:28][CH:27]=[CH:26][CH:25]=1. Reported procedure: Using the procedure of Example 4 erythro 4-amino-1-[2-(6-methoxy-1,4-benzodioxan-2-yl)-2-hydroxyethyl]piperidine may be reacted with benzoyl isocyanate to give the title compound. Reactants: Solution 1, N (ammonia), N (ammonia), C(C(=O)O)NCP(=O)(O)O (glyphosate). Solvent: O (water), O (water). Product: C(C(=O)[O-])NCP.[NH4+] (ammonium glyphosate), C(C(=O)O)NCP(=O)(O)O (glyphosate). Reaction SMILES: [CH2:1]([NH:5][CH2:6][P:7]([OH:10])([OH:9])=[O:8])[C:2]([OH:4])=[O:3].[NH3:11]>O>[CH2:1]([NH:5][CH2:6][PH2:7])[C:2]([O-:4])=[O:3].[NH4+:11].[CH2:1]([NH:5][CH2:6][P:7]([OH:10])([OH:9])=[O:8])[C:2]([OH:4])=[O:3] |f:3.4|. Procedure: In a stirred 10 liter round-bottom flask equipped with a water cooled condenser, thermometer, nitrogen blanket and equilibrating dropping funnel, was charged 500 grams of Solution 1 and 968 grams of water. With stirring, 2409 grams of glyphosate acid in the form of wet cake were added. Then 1623 grams of 25% aqueous ammonia were added at such a rate that the temperature of reaction mixture did not exceed 85° C. The pH of the reaction mixture was measured, and up to 85 grams of 25% aqueous ammoni...